The task is: describe an organic reaction: reactants, conditions, products, and yield. This data is from the Open Reaction Database (ORD), a public repository of structured organic reaction records. Starting materials: CS(C)=O, OB(O)c1ccc(C(F)(F)F)cc1, COc1ccc(-c2nc3cc(Br)ccc3o2)cc1[N+](=O)[O-]. Product: COc1ccc(-c2nc3cc(-c4ccc(C(F)(F)F)cc4)ccc3o2)cc1[N+](=O)[O-]. Reaction SMILES: [CH3:35][S:36]([CH3:37])=[O:38].[F:22][C:23]([c:24]1[cH:25][cH:26][c:27]([B:30]([OH:31])[OH:32])[cH:28][cH:29]1)([F:33])[F:34].[N+:1](=[O:2])([O-:3])[c:4]1[cH:5][c:6](-[c:12]2[o:13][c:14]3[c:15]([n:16]2)[cH:17][c:18]([Br:21])[cH:19][cH:20]3)[cH:7][cH:8][c:9]1[O:10][CH3:11]>>[N+:1](=[O:2])([O-:3])[c:4]1[cH:5][c:6](-[c:12]2[o:13][c:14]3[c:15]([n:16]2)[cH:17][c:18](-[c:27]2[cH:26][cH:25][c:24]([C:23]([F:22])([F:33])[F:34])[cH:29][cH:28]2)[cH:19][cH:20]3)[cH:7][cH:8][c:9]1[O:10][CH3:11]. Reactants: FC([C@@H](C=1C=NC(=CC1)NN)N1C[C@H](CC1)NC(OC(C)(C)C)=O)(F)F (tert-butyl (S)-1-((R)-2,2,2-trifluoro-1-(6-hydrazinylpyridin-3-yl)ethyl)pyrrolidin-3-ylcarbamate), C(C)(=O)O.C(C)(=O)O.I(=O)C1=CC=CC=C1 (iodosobenzene diacetate), C([O-])(O)=O.[Na+] (sodium bicarbonate), [Si](C)(C)(C(C)(C)C)OC[C@@H](C)OC=1C=CC=C2C=CC(=NC12)C=O ((R)-8-(1-(tert-butyldimethylsilyloxy)propan-2-yloxy)quinoline-2-carbaldehyde), C(C)O (ethanol). The solvent is C(C)(=O)OCC (Ethyl acetate). Reaction conditions: time 12 hour. Product: [Si](C)(C)(C(C)(C)C)OC[C@@H](C)OC=1C=CC=C2C=CC(=NC12)C1=NN=C2N1C=C(C=C2)[C@H](C(F)(F)F)N2C[C@H](CC2)NC(OC(C)(C)C)=O (tert-butyl (S)-1-((R)-1-(3-(8-((R)-1-(tert-butyldimethylsilyloxy)propan-2-yloxy)quinolin-2-yl)-[1,2,4]triazolo[4,3-a]pyridin-6-yl)-2,2,2-trifluoroethyl)pyrrolidin-3-ylcarbamate). Isolated yield 49.3%. RXN SMILES: [F:1][C:2]([F:26])([F:25])[C@H:3]([N:12]1[CH2:16][CH2:15][C@H:14]([NH:17][C:18](=[O:24])[O:19][C:20]([CH3:23])([CH3:22])[CH3:21])[CH2:13]1)[C:4]1[CH:5]=[N:6][C:7]([NH:10][NH2:11])=[CH:8][CH:9]=1.[Si:27]([O:34][CH2:35][C@H:36]([O:38][C:39]1[CH:40]=[CH:41][CH:42]=[C:43]2[C:48]=1[N:47]=[C:46]([CH:49]=O)[CH:45]=[CH:44]2)[CH3:37])([C:30]([CH3:33])([CH3:32])[CH3:31])([CH3:29])[CH3:28].C(O)C.C(O)(=O)C.C(O)(=O)C.I(C1C=CC=CC=1)=O.C(=O)(O)[O-].[Na+]>C(OCC)(=O)C>[Si:27]([O:34][CH2:35][C@H:36]([O:38][C:39]1[CH:40]=[CH:41][CH:42]=[C:43]2[C:48]=1[N:47]=[C:46]([C:49]1[N:6]3[CH:5]=[C:4]([C@@H:3]([N:12]4[CH2:16][CH2:15][C@H:14]([NH:17][C:18](=[O:24])[O:19][C:20]([CH3:22])([CH3:23])[CH3:21])[CH2:13]4)[C:2]([F:25])([F:1])[F:26])[CH:9]=[CH:8][C:7]3=[N:10][N:11]=1)[CH:45]=[CH:44]2)[CH3:37])([C:30]([CH3:32])([CH3:33])[CH3:31])([CH3:29])[CH3:28] |f:3.4.5,6.7|. Reported procedure: A solution of tert-butyl (S)-1-((R)-2,2,2-trifluoro-1-(6-hydrazinylpyridin-3-yl)ethyl)pyrrolidin-3-ylcarbamate (Example 9B, Steps A-E; 0.32 g, 0.84 mmol) and (R)-8-(1-(tert-butyldimethylsilyloxy)propan-2-yloxy)quinoline-2-carbaldehyde (0.29 g, 0.84 mmol) in ethanol (4.2 mL, 0.84 mmol) was allowed to stir at ambient temperature for 12 hours. The solvent was removed under reduced pressure. The residue was dissolved in dichloromethane (4.2 mL) and iodosobenzene diacetate (0.30 g, 0.92 mmol) was add... The reactants are C(CCCC)[C@@H]1CC[C@H](CC1)CCCOC1=CC=C(C=O)C=C1 (4-[3-(trans-4-pentylcyclohexyl)-1-propyloxy]benzaldehyde), CC(=O)C.OS(=O)(=O)O.O=[Cr](=O)=O (Jones' reagent), O (water). The solvent is CC(=O)C (acetone). Conditions: time 1 hour. Product: C(CCCC)[C@@H]1CC[C@H](CC1)CCCOC1=CC=C(C(=O)O)C=C1 (4-[3-(trans-4-pentylcyclohexyl)-1-propyloxy]benzoic acid). As a reaction SMILES: [CH2:1]([C@H:6]1[CH2:11][CH2:10][C@H:9]([CH2:12][CH2:13][CH2:14][O:15][C:16]2[CH:23]=[CH:22][C:19]([CH:20]=[O:21])=[CH:18][CH:17]=2)[CH2:8][CH2:7]1)[CH2:2][CH2:3][CH2:4][CH3:5].CC(C)=[O:26].OS(O)(=O)=O.O=[Cr](=O)=O.O>CC(C)=O>[CH2:1]([C@H:6]1[CH2:11][CH2:10][C@H:9]([CH2:12][CH2:13][CH2:14][O:15][C:16]2[CH:17]=[CH:18][C:19]([C:20]([OH:26])=[O:21])=[CH:22][CH:23]=2)[CH2:8][CH2:7]1)[CH2:2][CH2:3][CH2:4][CH3:5] |f:1.2.3|. Procedure details: A solution of 5 g of 4-[3-(trans-4-pentylcyclohexyl)-1-propyloxy]benzaldehyde in 100 ml of acetone was treated dropwise with 10 ml of Jones' reagent. The mixture was stirred at room temperature for 1 hour and then poured into 100 ml of water. The precipitate which thereby resulted was filtered off, washed portionwise with water and dried in a vacuum. The crude product was recrystallized from ethanol and gave 2.2 g of pure 4-[3-(trans-4-pentylcyclohexyl)-1-propyloxy]benzoic acid with m.p. (C-N) 2... Reaction conditions: time 1 hour. Reactants: C(CC)S(=O)(=O)N(S(=O)(=O)CCC)C1=C(C(=C(C(=C1)F)F)C(=O)C=1C=C2N=C(C=NC2=CC1)N1CCOCC1)F (N-(propylsulfonyl)-N-(2,4,5-trifluoro-3-(3-morpholinoquinoxaline-6-carbonyl)phenyl)propane-1-sulfonamide), [OH-].[Na+] (NaOH). Product: FC1=C(C=C(C(=C1C(=O)C=1C=C2N=C(C=NC2=CC1)N1CCOCC1)F)F)NS(=O)(=O)CCC (N-(2,4,5-trifluoro-3-(3-morpholinoquinoxaline-6-carbonyl)phenyl)propane-1-sulfonamide). Reported procedure: To a solution of N-(propylsulfonyl)-N-(2,4,5-trifluoro-3-(3-morpholinoquinoxaline-6-carbonyl)phenyl)propane-1-sulfonamide (41 mg, 0.068 mmol, 1.0 eq.) in MeOH/THE (10 mL/10 mL) was added 1 N NaOH (0.15 mmol, 2.2 eq.). The resulting mixture was stirred at rt for 1 h, then concentrated. The resulting residue was purified by flash column chromatography (PE/EA=1/1, v/v) to afford N-(2,4,5-trifluoro-3-(3-morpholinoquinoxaline-6-carbonyl)phenyl)propane-1-sulfonamide (23 mg, 68.9%). LRMS (M+H+) m/z cal... The yield is 68.4%. Solvent: CO (MeOH). Reaction SMILES: [CH2:1]([S:4]([N:7]([C:14]1[CH:19]=[C:18]([F:20])[C:17]([F:21])=[C:16]([C:22]([C:24]2[CH:25]=[C:26]3[C:31](=[CH:32][CH:33]=2)[N:30]=[CH:29][C:28]([N:34]2[CH2:39][CH2:38][O:37][CH2:36][CH2:35]2)=[N:27]3)=[O:23])[C:15]=1[F:40])S(CCC)(=O)=O)(=[O:6])=[O:5])[CH2:2][CH3:3].[OH-].[Na+]>CO>[F:40][C:15]1[C:16]([C:22]([C:24]2[CH:25]=[C:26]3[C:31](=[CH:32][CH:33]=2)[N:30]=[CH:29][C:28]([N:34]2[CH2:39][CH2:38][O:37][CH2:36][CH2:35]2)=[N:27]3)=[O:23])=[C:17]([F:21])[C:18]([F:20])=[CH:19][C:14]=1[NH:7][S:4]([CH2:1][CH2:2][CH3:3])(=[O:5])=[O:6] |f:1.2|. The reactants are C1CCOC1, ClCCl, CNC, O=C(O)c1cccc(S(=O)(=O)Cl)c1. The product is CN(C)S(=O)(=O)c1cccc(C(=O)O)c1. As a reaction SMILES: [CH2:17]1[O:18][CH2:19][CH2:20][CH2:21]1.[CH2:22]([Cl:23])[Cl:24].[CH3:14][NH:15][CH3:16].[Cl:1][S:2](=[O:3])(=[O:4])[c:5]1[cH:6][c:7]([C:8](=[O:9])[OH:10])[cH:11][cH:12][cH:13]1>>[S:2](=[O:3])(=[O:4])([c:5]1[cH:6][c:7]([C:8](=[O:9])[OH:10])[cH:11][cH:12][cH:13]1)[N:15]([CH3:14])[CH3:16].